Dataset: the Open Reaction Database (ORD), a public repository of structured organic reaction records. Task: describe an organic reaction: reactants, conditions, products, and yield Starting materials: COC=1C=C(C=O)C=C(C1OC)OC (3,4,5-trimethoxybenzaldehyde), C(C)(=O)NCC(=O)O (N-acetylglycine), ( 18 ), COC([C@@H](NC(C)=O)CC1=CC(=C(C(=C1)OC)OC)OC)=O (racemic N-acetyl-3,4,5-trimethoxy-phenylalanine methyl ester), L-ester, ( 7 ). The product is N[C@H](C(=O)O)CC1=CC(=C(C(=C1)OC)OC)OC ((S)-2-Amino-3-(3,4,5-trimethoxy-phenyl)-propionic acid). As a reaction SMILES: COC1C=C(C=C(OC)C=1OC)C=O.C(NCC(O)=O)(=O)C.C[O:24][C:25](=[O:44])[C@H:26]([CH2:31][C:32]1[CH:37]=[C:36]([O:38][CH3:39])[C:35]([O:40][CH3:41])=[C:34]([O:42][CH3:43])[CH:33]=1)[NH:27]C(=O)C>>[NH2:27][C@@H:26]([CH2:31][C:32]1[CH:33]=[C:34]([O:42][CH3:43])[C:35]([O:40][CH3:41])=[C:36]([O:38][CH3:39])[CH:37]=1)[C:25]([OH:44])=[O:24]. Procedure details: The title compound is prepared from commercially available 3,4,5-trimethoxybenzaldehyde and N-acetylglycine according to a literature procedure (E.M. Oltz, R. C. Bruening, M. J. Smith, K. Kustin and K. Nakanishi in J. Am. Chem. 1998, 110 (18), 6162-6172). The resolution of the racemic N-acetyl-3,4,5-trimethoxy-phenylalanine methyl ester is performed by enzyme-catalyzed hydrolysis of the L-ester using Alcalase® (Novo Nordisk) as described in the literature (J. J. Nestor, Jr., T. L. Ho, R. A. Simp... Run at temperature 140 celsius, time 7 hour. Reported procedure: A mixture of 8.8 g of 3-(2-quinolylmethyloxy)benzonitrile, 2.3 g of sodium azide and 1.9 g of ammonium chloride in 100 ml of dimethylformamide is stirred at 140° C. for 7 hours. An additional amount of sodium azide (1.2 g) and ammonium (1.0 g) is added and stirring resumed at 140° C. for 17 hours. The mixture is poured over ice and acidified with hydrochloric acid. The crude product solidifies and is filtered off to give 11 g of crude product. The crude product is slurried with hot methanol and ... Isolated yield 48.8%. RXN SMILES: [N:1]1[C:10]2[C:5](=[CH:6][CH:7]=[CH:8][CH:9]=2)[CH:4]=[CH:3][C:2]=1[CH2:11][O:12][C:13]1[CH:14]=[C:15]([CH:18]=[CH:19][CH:20]=1)[C:16]#[N:17].[N-:21]=[N+:22]=[N-:23].[Na+].[Cl-].[NH4+].[NH4+].Cl>CN(C)C=O.CO>[N:1]1[C:10]2[C:5](=[CH:6][CH:7]=[CH:8][CH:9]=2)[CH:4]=[CH:3][C:2]=1[CH2:11][O:12][C:13]1[CH:14]=[C:15]([C:16]2[NH:23][N:22]=[N:21][N:17]=2)[CH:18]=[CH:19][CH:20]=1 |f:1.2,3.4|. The solvent is CO (methanol), CN(C=O)C (dimethylformamide). Product: N1=C(C=CC2=CC=CC=C12)COC=1C=C(C=CC1)C1=NN=NN1 (3-(2-Quinolylmethyloxy)Phenyl Tetrazole). Starting materials: crude product, crude product, N1=C(C=CC2=CC=CC=C12)COC=1C=C(C#N)C=CC1 (3-(2-quinolylmethyloxy)benzonitrile), [N-]=[N+]=[N-].[Na+] (sodium azide), [Cl-].[NH4+] (ammonium chloride), [N-]=[N+]=[N-].[Na+] (sodium azide), [NH4+] (ammonium), Cl (hydrochloric acid). Reactants: NC1CCN(CC1)CC1=CC=CC=C1 (4-amino-1-benzylpiperidine), C(=O)([O-])[O-].[K+].[K+] (K2CO3), C(C1=CC=CC=C1)(=O)Cl (benzoyl chloride). Solvent: C(Cl)Cl (CH2Cl2), O (water), C(Cl)Cl (CH2Cl2). The product is C(C1=CC=CC=C1)N1CCC(CC1)NC(C1=CC=CC=C1)=O (1-benzyl-4-benzamidopiperidine). The yield is 87.7%. RXN SMILES: [NH2:1][CH:2]1[CH2:7][CH2:6][N:5]([CH2:8][C:9]2[CH:14]=[CH:13][CH:12]=[CH:11][CH:10]=2)[CH2:4][CH2:3]1.C([O-])([O-])=O.[K+].[K+].[C:21](Cl)(=[O:28])[C:22]1[CH:27]=[CH:26][CH:25]=[CH:24][CH:23]=1>C(Cl)Cl.O>[CH2:8]([N:5]1[CH2:6][CH2:7][CH:2]([NH:1][C:21](=[O:28])[C:22]2[CH:27]=[CH:26][CH:25]=[CH:24][CH:23]=2)[CH2:3][CH2:4]1)[C:9]1[CH:14]=[CH:13][CH:12]=[CH:11][CH:10]=1 |f:1.2.3|. Procedure: To a biphasic solution of 4-amino-1-benzylpiperidine (6.0 g, 31.6 mmol), K2CO3 (8.71 g, 63.1 mmol) in CH2Cl2 (200 mL) and water (100 mL) was added benzoyl chloride (4.86 g, 34.7 mmol) in 20 mL of CH2Cl2 at 0° C. with stirring. After stirring for 4 h at room temperature, the layers were separated. The organic layer was washed with water, dried over MgSO4 and filtered. The solvent was removed in vacuo to obtain 1-benzyl-4-benzamidopiperidine (8.16 g, 87% yield) as a white solid. It was used in the... Starting materials: CC(=O)CC(=O)OCCC#N, N#CCCO, CN(C)c1ccncc1, N, C1CCOC1. The product is CC(N)=CC(=O)OCCC#N. Reaction SMILES: [C:1]([CH2:2][C:3](=[O:4])[CH3:5])(=[O:6])[O:7][CH2:8][CH2:9][C:10]#[N:11].[CH2:13]([C:14]#[N:15])[CH2:16][OH:17].[CH3:18][N:19]([CH3:20])[c:21]1[cH:22][cH:23][n:24][cH:25][cH:26]1.[NH3:12].[O:27]1[CH2:28][CH2:29][CH2:30][CH2:31]1>>[C:1]([CH:2]=[C:3]([CH3:5])[NH2:12])(=[O:6])[O:7][CH2:8][CH2:9][C:10]#[N:11]. Reaction conditions: time 3 hour. The solvent is C(C)#N (acetonitrile). Procedure details: To a suspension of 5-formamido-1-(2-hydroxyethyl)pyrazole (1 g) in acetonitrile (50 ml) was added dropwise chlorosulfonyl isocyanate (0.77 ml) at -15° C.~-20° C. The mixture was stirred for 3 hours under ice-cooling. To the reaction mixture was added water (1 ml) and kept to stand overnight. The solution was adjusted to pH 7.5 with 5N-sodium hydroxide solution and then adjusted to pH 8.5 with 1N-sodium hydroxide solution. The organic layer was separated and the aqueous layer was extracted with t... Reaction SMILES: C([NH:3][C:4]1[N:8]([CH2:9][CH2:10][OH:11])[N:7]=[CH:6][CH:5]=1)=O.ClS([N:16]=[C:17]=[O:18])(=O)=O.O.[OH-].[Na+]>C(#N)C>[NH2:3][C:4]1[N:8]([CH2:9][CH2:10][O:11][C:17](=[O:18])[NH2:16])[N:7]=[CH:6][CH:5]=1 |f:3.4|. The reactants are [OH-].[Na+] (sodium hydroxide), C(=O)NC1=CC=NN1CCO (5-formamido-1-(2-hydroxyethyl)pyrazole), ClS(=O)(=O)N=C=O (chlorosulfonyl isocyanate), O (water), [OH-].[Na+] (sodium hydroxide). Product: NC1=CC=NN1CCOC(N)=O (5-amino-1-(2-carbamoyloxyethyl)pyrazole).